This data is from the Open Reaction Database (ORD), a public repository of structured organic reaction records. The task is: describe an organic reaction: reactants, conditions, products, and yield Starting materials: C(C)(C)(C)OC(=O)N1CCC(=CC1)C1=NC=NC(=C1)NC1=CC=C2C=CC=NC2=C1 (4-[6-(quinolin-7-ylamino)-pyrimidin-4-yl]-3,6-dihydro-2H-pyridine-1-carboxylic acid tert-butyl ester), C(=O)(C(F)(F)F)O (TFA). Run in C(Cl)Cl (CH2Cl2). Yields the product N1=CC=CC2=CC=C(C=C12)NC1=NC=NC(=C1)C=1CCNCC1 (Quinolin-7-yl-[6-(1,2,3,6-tetrahydro-pyridin-4-yl)-pyrimidin-4-yl)-amine). Reaction SMILES: C(OC([N:8]1[CH2:13][CH:12]=[C:11]([C:14]2[CH:19]=[C:18]([NH:20][C:21]3[CH:30]=[C:29]4[C:24]([CH:25]=[CH:26][CH:27]=[N:28]4)=[CH:23][CH:22]=3)[N:17]=[CH:16][N:15]=2)[CH2:10][CH2:9]1)=O)(C)(C)C.C(O)(C(F)(F)F)=O>C(Cl)Cl>[N:28]1[C:29]2[C:24](=[CH:23][CH:22]=[C:21]([NH:20][C:18]3[CH:19]=[C:14]([C:11]4[CH2:12][CH2:13][NH:8][CH2:9][CH:10]=4)[N:15]=[CH:16][N:17]=3)[CH:30]=2)[CH:25]=[CH:26][CH:27]=1. Reported procedure: This compound could be prepared from 4-[6-(quinolin-7-ylamino)-pyrimidin-4-yl]-3,6-dihydro-2H-pyridine-1-carboxylic acid tert-butyl ester in the presence of TFA and CH2Cl2. Reactants: O (water), C([O-])([O-])=O.[Cs+].[Cs+] (cesium carbonate), ClC(C(=O)[O-])(F)F.[Na+] (sodium chloro(difluoro)acetate), C(C)OC1=CC(=C(CN2N=C(C3=CC=CC=C23)C2=NC=CC(=N2)NC2=CC=NC=C2)C(=C1)F)F (2-[1-(4-ethoxy-2,6-difluorobenzyl)-1H-indazol-3-yl]-N-(pyridin-4-yl)pyrimidin-4-amine). RXN SMILES: [CH2:1]([O:3][C:4]1[CH:32]=[C:31]([F:33])[C:7]([CH2:8][N:9]2[C:17]3[C:12](=[CH:13][CH:14]=[CH:15][CH:16]=3)[C:11]([C:18]3[N:23]=[C:22]([NH:24][C:25]4[CH:30]=[CH:29][N:28]=[CH:27][CH:26]=4)[CH:21]=[CH:20][N:19]=3)=[N:10]2)=[C:6]([F:34])[CH:5]=1)[CH3:2].C(=O)([O-])[O-].[Cs+].[Cs+].Cl[C:42]([F:47])([F:46])C([O-])=O.[Na+].O>CN(C)C=O.ClCCl.C(O)(C)C>[F:46][CH:42]([F:47])[N:24]([C:25]1[CH:30]=[CH:29][N:28]=[CH:27][CH:26]=1)[C:22]1[CH:21]=[CH:20][N:19]=[C:18]([C:11]2[C:12]3[C:17](=[CH:16][CH:15]=[CH:14][CH:13]=3)[N:9]([CH2:8][C:7]3[C:31]([F:33])=[CH:32][C:4]([O:3][CH2:1][CH3:2])=[CH:5][C:6]=3[F:34])[N:10]=2)[N:23]=1 |f:1.2.3,4.5,8.9|. The product is FC(N(C1=NC(=NC=C1)C1=NN(C2=CC=CC=C12)CC1=C(C=C(C=C1F)OCC)F)C1=CC=NC=C1)F (N-(difluoromethyl)-2-[1-(4-ethoxy-2,6-difluorobenzyl)-1H-indazol-3-yl]-N-(pyridin-4-yl)pyrimidin-4-amine). Run at temperature 100 celsius, time 2 hour. The solvent is CN(C=O)C (N,N-dimethylformamide), ClCCl.C(C)(C)O (dichloromethane isopropanol). Reported procedure: 119.176 mg of 2-[1-(4-ethoxy-2,6-difluorobenzyl)-1H-indazol-3-yl]-N-(pyridin-4-yl)pyrimidin-4-amine (5-1, 0.260 mmol, 1. eq.) were dissolved in 2 ml of dry N,N-dimethylformamide. 254.09 mg of cesium carbonate and 39.63 mg of sodium chloro(difluoro)acetate were added and stirred for two hours at 100° C. bath temperature under nitrogen atmosphere. Then the mixture was portioned between water and dichloromethane/isopropanol 4:1. The phases were separated and the aqueous layer (slightly brown) was e... Isolated yield 47.2%. As a reaction SMILES: [Cl:1][C:2]1[N:10]=[C:9]([C:11]#[N:12])[CH:8]=[C:7]([CH3:13])[C:3]=1[C:4]([OH:6])=[O:5].CCN=C=N[CH2:19][CH2:20][CH2:21]N(C)C.C1C=CC2N([OH:34])N=NC=2C=1.CCN(C(C)C)C(C)C.C(N)(C)C>Cl.CN(C=O)C>[Cl:1][C:2]1[N:10]=[C:9]([C:11](=[O:34])[NH:12][CH:20]([CH3:21])[CH3:19])[CH:8]=[C:7]([CH3:13])[C:3]=1[C:4]([OH:6])=[O:5]. Procedure details: 2-Chloro-6-cyano-4-methyl-nicotinic acid (0.315 g, 1.61 mmol) in concentrated HCl (8 ml) was heated at 100° C. for 45 minutes and then all solvent was removed in vacuo to yield a pale yellow crystalline solid. The crude solid, EDCI (0.339 g, 1.77 mmol) and HOBt (0.239 g, 1.77 mmol) were combined in DMF (8 ml) to give a pale yellow solution. To this solution was added DIPEA (1.85 ml, 10.6 mmol) followed by isopropylamine (137 μL, 1.61 mmol) and the resulting mixture was stirred at 25° C. for 16 h... The reactants are CCN(C(C)C)C(C)C (DIPEA), ClC1=C(C(=O)O)C(=CC(=N1)C#N)C (2-Chloro-6-cyano-4-methyl-nicotinic acid), CCN=C=NCCCN(C)C (EDCI), C=1C=CC2=C(C1)N=NN2O (HOBt), C(C)(C)N (isopropylamine). The product is ClC1=C(C(=O)O)C(=CC(=N1)C(NC(C)C)=O)C (2-chloro-6-isopropylcarbamoyl-4-methyl-nicotinic acid). Reaction conditions: temperature 25 celsius, time 16 hour. Solvent: CN(C)C=O (DMF), Cl (HCl). Starting materials: CCN=C=NCCCN(C)C, ClCCl, Cl, O=C(O)Cc1ccc(F)cc1, Nc1cccc(-c2nn(C3CCCCO3)c3ccc(-c4ncn(C(c5ccccc5)(c5ccccc5)c5ccccc5)n4)cc23)c1. The product is O=C(Cc1ccc(F)cc1)Nc1cccc(-c2nn(C3CCCCO3)c3ccc(-c4ncn(C(c5ccccc5)(c5ccccc5)c5ccccc5)n4)cc23)c1. Reaction SMILES: [CH3:13][N:14]([CH3:15])[CH2:16][CH2:17][CH2:18][N:19]=[C:20]=[N:21][CH2:22][CH3:23].[Cl:70][CH2:71][Cl:72].[ClH:12].[F:1][c:2]1[cH:3][cH:4][c:5]([CH2:8][C:9](=[O:10])[OH:11])[cH:6][cH:7]1.[O:24]1[CH:25]([n:30]2[n:31][c:32](-[c:63]3[cH:64][c:65]([NH2:69])[cH:66][cH:67][cH:68]3)[c:33]3[cH:34][c:35](-[c:39]4[n:40][n:41]([C:44]([c:45]5[cH:46][cH:47][cH:48][cH:49][cH:50]5)([c:51]5[cH:52][cH:53][cH:54][cH:55][cH:56]5)[c:57]5[cH:58][cH:59][cH:60][cH:61][cH:62]5)[cH:42][n:43]4)[cH:36][cH:37][c:38]23)[CH2:26][CH2:27][CH2:28][CH2:29]1>>[F:1][c:2]1[cH:3][cH:4][c:5]([CH2:8][C:9](=[O:11])[NH:69][c:65]2[cH:64][c:63](-[c:32]3[n:31][n:30]([CH:25]4[O:24][CH2:29][CH2:28][CH2:27][CH2:26]4)[c:38]4[c:33]3[cH:34][c:35](-[c:39]3[n:40][n:41]([C:44]([c:45]5[cH:46][cH:47][cH:48][cH:49][cH:50]5)([c:51]5[cH:52][cH:53][cH:54][cH:55][cH:56]5)[c:57]5[cH:58][cH:59][cH:60][cH:61][cH:62]5)[cH:42][n:43]3)[cH:36][cH:37]4)[cH:68][cH:67][cH:66]2)[cH:6][cH:7]1. Starting materials: FC(OC1=C(C(=C(C=C1)C=1C=C2COC(C2=CC1)=O)OCOC)OC)F (5-(4-(difluoromethoxy)-3-methoxy-2-(methoxymethoxy)phenyl) isobenzofuran-1(3H)-one), Cl (hydrochloride). Solvent: CO (methanol). Conditions: temperature 50 celsius. Product: FC(OC1=C(C(=C(C=C1)C=1C=C2COC(C2=CC1)=O)O)OC)F (5-(4-(difluoromethoxy)-2-hydroxy-3-methoxyphenyl)isobenzofuran-1(3H)-one). Yield: 90.9%. As a reaction SMILES: [F:1][CH:2]([F:26])[O:3][C:4]1[CH:9]=[CH:8][C:7]([C:10]2[CH:11]=[C:12]3[C:16](=[CH:17][CH:18]=2)[C:15](=[O:19])[O:14][CH2:13]3)=[C:6]([O:20]COC)[C:5]=1[O:24][CH3:25].Cl>CO>[F:26][CH:2]([F:1])[O:3][C:4]1[CH:9]=[CH:8][C:7]([C:10]2[CH:11]=[C:12]3[C:16](=[CH:17][CH:18]=2)[C:15](=[O:19])[O:14][CH2:13]3)=[C:6]([OH:20])[C:5]=1[O:24][CH3:25]. Procedure: To a stirring solution of 5-(4-(difluoromethoxy)-3-methoxy-2-(methoxymethoxy)phenyl) isobenzofuran-1(3H)-one (1 g, 2.73 mmol) in methanol (75 mL) was added concentrated hydrochloride (5 mL) and the reaction mixture was heated to 50° C. for 1 h. The reaction mixture was cooled to RT and concentrated under reduced pressure. The obtained residue was basified with sodium bicarbonate solution and extracted with dichloromethane (3×). The combined dichloromethane layers were washed with brine, dried ov... The reactants are COC=1C=CC2=C(SC=C2)C1 (6-methoxybenzo[b]thiophene), C(CCC)[Li] (n-butyllithium), Cl (hydrochloric acid), B(OC(C)C)(OC(C)C)OC(C)C (triisopropyl borate). The solvent is O1CCCC1 (tetrahydrofuran), C(C)(=O)OCC (ethyl acetate). Run at temperature 0 celsius, time 30 minute. Product: COC=1C=CC2=C(SC(=C2)B(O)O)C1 (6-methoxybenzo[b]thiophene-2-boronic acid). Yield: 71.0%. As a reaction SMILES: [CH3:1][O:2][C:3]1[CH:4]=[CH:5][C:6]2[CH:10]=[CH:9][S:8][C:7]=2[CH:11]=1.C([Li])CCC.[B:17](OC(C)C)([O:22]C(C)C)[O:18]C(C)C.Cl>O1CCCC1.C(OCC)(=O)C>[CH3:1][O:2][C:3]1[CH:4]=[CH:5][C:6]2[CH:10]=[C:9]([B:17]([OH:22])[OH:18])[S:8][C:7]=2[CH:11]=1. Procedure: To a solution of 6-methoxybenzo[b]thiophene (18.13 g, 0.111 mol) in 150 mL of anhydrous tetrahydrofuran (THF) at -60° C. was added n-butyllithium (76.2 mL, 0.122 mol, 1.6M solution in hexanes), dropwise via syringe. After stirring for 30 minutes, triisopropyl borate (28.2 mL, 0.122 mol) was introduced via syringe. The resulting mixture was allowed to gradually warm to 0° C. and then distributed between 1N hydrochloric acid and ethyl acetate (300 mL each). The layers were separated, and the organ...